Task: describe an organic reaction: reactants, conditions, products, and yield. Dataset: the Open Reaction Database (ORD), a public repository of structured organic reaction records The reactants are Cl, O=C(O)c1cc(F)c(F)cc1Oc1ccc(F)cc1, COC(=O)c1ccc(C(C)N)cc1. The product is COC(=O)c1ccc(C(C)NC(=O)c2cc(F)c(F)cc2Oc2ccc(F)cc2)cc1. As a reaction SMILES: [ClH:20].[F:1][c:2]1[cH:3][c:4]([O:12][c:13]2[cH:14][cH:15][c:16]([F:19])[cH:17][cH:18]2)[c:5]([C:6](=[O:7])[OH:8])[cH:9][c:10]1[F:11].[NH2:21][CH:22]([CH3:23])[c:24]1[cH:25][cH:26][c:27]([C:28](=[O:29])[O:30][CH3:31])[cH:32][cH:33]1>>[F:1][c:2]1[cH:3][c:4]([O:12][c:13]2[cH:14][cH:15][c:16]([F:19])[cH:17][cH:18]2)[c:5]([C:6](=[O:8])[NH:21][CH:22]([CH3:23])[c:24]2[cH:25][cH:26][c:27]([C:28](=[O:29])[O:30][CH3:31])[cH:32][cH:33]2)[cH:9][c:10]1[F:11].